From a dataset of the Open Reaction Database (ORD), a public repository of structured organic reaction records. describe an organic reaction: reactants, conditions, products, and yield Starting materials: CC(=O)Nc1ccc(Sc2c(NCc3ccccc3)cc(C(=O)O)cc2S(N)(=O)=O)cc1, [Na+], [OH-]. Product: Nc1ccc(Sc2c(NCc3ccccc3)cc(C(=O)O)cc2S(N)(=O)=O)cc1. As a reaction SMILES: [C:1](=[O:2])([CH3:3])[NH:4][c:5]1[cH:6][cH:7][c:8]([S:11][c:12]2[c:13]([NH:25][CH2:26][c:27]3[cH:28][cH:29][cH:30][cH:31][cH:32]3)[cH:14][c:15]([C:16](=[O:17])[OH:18])[cH:19][c:20]2[S:21]([NH2:22])(=[O:23])=[O:24])[cH:9][cH:10]1.[Na+:34].[OH-:33]>>[NH2:4][c:5]1[cH:6][cH:7][c:8]([S:11][c:12]2[c:13]([NH:25][CH2:26][c:27]3[cH:28][cH:29][cH:30][cH:31][cH:32]3)[cH:14][c:15]([C:16](=[O:17])[OH:18])[cH:19][c:20]2[S:21]([NH2:22])(=[O:23])=[O:24])[cH:9][cH:10]1. Reactants: C1(=CC=CC=C1)C(C1=C(NC2=CC=CC=C12)S(=O)(=O)N1CCCCC1)C1=CC=CC=C1 (3-(Diphenylmethyl)-2-(piperidinosulfonyl)indole), Cl.CN(CCCl)C (2-dimethylaminoethylchloride hydrochloride). Yields the product CN(CCN1C(=C(C2=CC=CC=C12)C(C1=CC=CC=C1)C1=CC=CC=C1)S(=O)(=O)N1CCCCC1)C (1-(2-Dimethylaminoethyl)-3-(diphenylmethyl)-2-(piperidinosulfonyl)indole). The yield is 75.3%. RXN SMILES: [C:1]1([CH:7]([C:26]2[CH:31]=[CH:30][CH:29]=[CH:28][CH:27]=2)[C:8]2[C:16]3[C:11](=[CH:12][CH:13]=[CH:14][CH:15]=3)[NH:10][C:9]=2[S:17]([N:20]2[CH2:25][CH2:24][CH2:23][CH2:22][CH2:21]2)(=[O:19])=[O:18])[CH:6]=[CH:5][CH:4]=[CH:3][CH:2]=1.Cl.[CH3:33][N:34]([CH3:38])[CH2:35][CH2:36]Cl>>[CH3:33][N:34]([CH3:38])[CH2:35][CH2:36][N:10]1[C:11]2[C:16](=[CH:15][CH:14]=[CH:13][CH:12]=2)[C:8]([CH:7]([C:1]2[CH:2]=[CH:3][CH:4]=[CH:5][CH:6]=2)[C:26]2[CH:31]=[CH:30][CH:29]=[CH:28][CH:27]=2)=[C:9]1[S:17]([N:20]1[CH2:21][CH2:22][CH2:23][CH2:24][CH2:25]1)(=[O:18])=[O:19] |f:1.2|. Procedure: Substantially the same procedure as in Example 243 was repeated using Compound 263 (1.0 g, 2.25 mmol) obtained in Example 264 and 2-dimethylaminoethylchloride hydrochloride (360 mg, 2.47 mmol) to give 0.85 g (yield: 75%) of the title compound. Starting materials: CCN1CC=C(c2cccc(S(C)=O)c2F)CC1, O=CO, CC(C)O. Product: CCN1CCC(c2cccc(S(C)=O)c2F)CC1. As a reaction SMILES: [CH2:1]([CH3:2])[N:3]1[CH2:4][CH2:5][C:6]([c:9]2[c:10]([F:18])[c:11]([S:15](=[O:16])[CH3:17])[cH:12][cH:13][cH:14]2)=[CH:7][CH2:8]1.[CH:19]([OH:20])=[O:21].[CH:22]([OH:23])([CH3:24])[CH3:25]>>[CH2:1]([CH3:2])[N:3]1[CH2:4][CH2:5][CH:6]([c:9]2[c:10]([F:18])[c:11]([S:15](=[O:16])[CH3:17])[cH:12][cH:13][cH:14]2)[CH2:7][CH2:8]1. Reactants: C1(CC1)C(C1=CNC2=C(C=CC=C12)CSC)C1=C(C=C(C=C1)F)F (3-[Cyclopropyl(2,4-difluorophenyl)methyl]-7-[(methylsulfanyl)methyl]-1H-indole), ClC1=CC=C(C=C1)C(C1=CNC2=C(C=CC=C12)CS(=O)C)C1CC1 (3-[(4-Chlorophenyl)(cyclopropyl)methyl]-7-[(methylsulfinyl)methyl]-1H-indole). The product is C1(CC1)C(C1=CNC2=C(C=CC=C12)CS(=O)C)C1=C(C=C(C=C1)F)F (3-[Cyclopropyl(2,4-difluorophenyl)methyl]-7-[(methylsulfinyl)methyl]-1H-indole). As a reaction SMILES: [CH:1]1([CH:4]([C:17]2[CH:22]=[CH:21][C:20]([F:23])=[CH:19][C:18]=2[F:24])[C:5]2[C:13]3[C:8](=[C:9]([CH2:14][S:15][CH3:16])[CH:10]=[CH:11][CH:12]=3)[NH:7][CH:6]=2)[CH2:3][CH2:2]1.ClC1C=CC(C(C2CC2)C2C3C(=C(CS(C)=[O:44])C=CC=3)NC=2)=CC=1>>[CH:1]1([CH:4]([C:17]2[CH:22]=[CH:21][C:20]([F:23])=[CH:19][C:18]=2[F:24])[C:5]2[C:13]3[C:8](=[C:9]([CH2:14][S:15]([CH3:16])=[O:44])[CH:10]=[CH:11][CH:12]=3)[NH:7][CH:6]=2)[CH2:2][CH2:3]1. Procedure details: The title compound was prepared starting from 50 mg (0.15 mmol) of the compound from Example 228 in analogy to the synthesis of the compound from Example 235. 43 mg (82% of theory) of the target compound were obtained as mixture of diastereomers. The reactants are Grignard reagent, CN(CCC[Mg]Cl)C (3-dimethylaminopropylmagnesium chloride), CN(CCCCl)C (3-dimethylaminopropyl chloride), peroxide, [Mg] (magnesium), FC1(C(C2=C(C(C3=C1C=CC=C3)=O)C=CC=C2)(F)F)F (10,11-dihydro-10,10,11,11-tetrafluoro-5H-dibenzo[a,d]cyclohepten-5-one). Run in O1CCCC1 (tetrahydrofuran). Conditions: time 1 hour. Product: CN(CCCC1(C2=C(C(C(C3=C1C=CC=C3)(F)F)(F)F)C=CC=C2)O)C (10,11-Dihydro-5-(3-dimethylaminopropyl)-10,10,11,11-tetrafluoro-5H-dibenzo[a,d]cyclohepten-5-ol). RXN SMILES: [CH3:1][N:2]([CH3:8])[CH2:3][CH2:4][CH2:5][Mg]Cl.[Mg].CN(C)CCCCl.[F:17][C:18]1([F:36])[C:24]2[CH:25]=[CH:26][CH:27]=[CH:28][C:23]=2[C:22](=[O:29])[C:21]2[CH:30]=[CH:31][CH:32]=[CH:33][C:20]=2[C:19]1([F:35])[F:34]>O1CCCC1>[CH3:1][N:2]([CH3:8])[CH2:3][CH2:4][CH2:5][C:22]1([OH:29])[C:23]2[CH:28]=[CH:27][CH:26]=[CH:25][C:24]=2[C:18]([F:36])([F:17])[C:19]([F:35])([F:34])[C:20]2[CH:33]=[CH:32][CH:31]=[CH:30][C:21]1=2. Reported procedure: A solution of 3-dimethylaminopropylmagnesium chloride in 3 ml. of dry peroxide-free tetrahydrofuran is prepared under nitrogen from 0.136 g. (0.0056 g. atom) of magnesium turnings and 0.68 g. (0.0056 mole) of 3-dimethylaminopropyl chloride. To the solution of the Grignard reagent cooled in ice is added dropwise a solution of 0.829 g. (0.00296 mole) of 10,11-dihydro-10,10,11,11-tetrafluoro-5H-dibenzo[a,d]cyclohepten-5-one in 3 ml. of tetrahydrofuran. The mixture is stirred 1 hour in the cold and ... Starting materials: FC1=CC(=CC(=C1)OC)F (1,3-difluoro-5-methoxy-benzene), resultant solution, C(=O)(O)[O-].[Na+] (NaHCO3), [Cl-].[Al+3].[Cl-].[Cl-] (aluminium chloride), C(C)(=O)Cl (acetyl chloride). Solvent: C(Cl)Cl (CH2Cl2), C(Cl)Cl (CH2Cl2). Conditions: temperature 0 celsius, time 30 minute. The product is FC1=C(C(=CC(=C1)OC)F)C(C)=O (1-(2,6-difluoro-4-methoxyphenyl)ethanone). Isolated yield 58.3%. Reaction SMILES: [Cl-].[Al+3].[Cl-].[Cl-].[C:5](Cl)(=[O:7])[CH3:6].[F:9][C:10]1[CH:15]=[C:14]([O:16][CH3:17])[CH:13]=[C:12]([F:18])[CH:11]=1.C([O-])(O)=O.[Na+]>C(Cl)Cl>[F:9][C:10]1[CH:15]=[C:14]([O:16][CH3:17])[CH:13]=[C:12]([F:18])[C:11]=1[C:5](=[O:7])[CH3:6] |f:0.1.2.3,6.7|. Reported procedure: A mixture of aluminium chloride (10.0-15 g, 69.4 mmol, 5.0 equiv) and acetyl chloride (2.0 mL, 28 mmol, 2.0 equiv) in CH2Cl2 (50.0 mL) was stirred at 0° C. for 30 min. The reaction mixture was slowly added with 1,3-difluoro-5-methoxy-benzene (2.0 g, 13.9 mmol, 1.0 equiv) in CH2Cl2 (10.0 mL), and the resultant solution was stirred at room temperature for additional 2.0 h. The solution was basified with saturated aqueous NaHCO3 (20 mL) to pH 8-9. The organic layer was separated, dried over MgSO4(s... Yields the product NC[C@H]1COCC=2N1C1=C(C(=NC3=CC=CC=C13)N)N2 ((11S)-11-(aminomethyl)-10,11-dihydro-8H-[1,4]oxazino[4′,3′:1,2]imidazo[4,5-c]quinolin-6-amine). Solvent: C(C)O (ethanol), C(C)O (ethanol). Run at temperature 85 celsius, time 1 hour. RXN SMILES: [NH2:1][C:2]1[C:11]2[N:12]=[C:13]3[CH2:18][O:17][CH2:16][C@H:15]([CH2:19][NH:20]C(=O)OC(C)(C)C)[N:14]3[C:10]=2[C:9]2[C:4](=[CH:5][CH:6]=[CH:7][CH:8]=2)[N:3]=1.Cl>C(O)C>[NH2:20][CH2:19][C@@H:15]1[N:14]2[C:10]3[C:9]4[C:4](=[CH:5][CH:6]=[CH:7][CH:8]=4)[N:3]=[C:2]([NH2:1])[C:11]=3[N:12]=[C:13]2[CH2:18][O:17][CH2:16]1. Starting materials: solution, Cl (HCl), NC1=NC2=CC=CC=C2C2=C1N=C1N2[C@H](COC1)CNC(OC(C)(C)C)=O (tert-Butyl [(11S)-6-amino-10,11-dihydro-8H-[1,4]oxazino[4′,3′:1,2]imidazo[4,5-c]quinolin-11-yl]methylcarbamate). Procedure details: tert-Butyl [(11S)-6-amino-10,11-dihydro-8H-[1,4]oxazino[4′,3′:1,2]imidazo[4,5-c]quinolin-11-yl]methylcarbamate (1.39 g, 3.77 mmol) was dissolved in 10 mL of ethanol and 3 mL of a 4.3 M solution of HCl in ethanol was added. The reaction mixture was heated to 85° C. After 1 hour, the reaction mixture was concentrated under reduced pressure. The resulting residue was treated with 40 mL of H2O and 20 mL of CHCl3. The layers were separated and the organic portion was discarded. The aqueous layer was ... The yield is 76.6%.